This data is from the Open Reaction Database (ORD), a public repository of structured organic reaction records. The task is: describe an organic reaction: reactants, conditions, products, and yield Starting materials: C(C)O (Ethanol), C(C)(=O)OC(C)=O (acetic anhydride), C(C1=CC=CC=C1)O[C@@H]1[C@H]([C@H](OC2=CC=C(C=C2)OC)O[C@@H]([C@H]1OCC1=CC=CC=C1)CO)N1C(C=2C(C1=O)=CC=CC2)=O (p-Methoxyphenyl 3,4-di-O-Benzyl-2-deoxy-2-phthalimido-β-D-glucopyranoside). Reagents/catalysts: CN(C)C=1C=CN=CC1 (DMAP). The solvent is N1=CC=CC=C1 (pyridine). Run at time 20 hour. The product is C(C)(=O)OC[C@@H]1[C@H]([C@@H]([C@H]([C@H](OC2=CC=C(C=C2)OC)O1)N1C(C=2C(C1=O)=CC=CC2)=O)OCC2=CC=CC=C2)OCC2=CC=CC=C2 (p-Methoxyphenyl 6-O-Acetyl-3,4-di-O-benzyl-2-deoxy-2-phthalimido-β-D-glucopyranoside). Isolated yield 85.0%. RXN SMILES: [C:1](OC(=O)C)(=[O:3])[CH3:2].[CH2:8]([O:15][C@H:16]1[C@H:30]([O:31][CH2:32][C:33]2[CH:38]=[CH:37][CH:36]=[CH:35][CH:34]=2)[C@@H:29]([CH2:39][OH:40])[O:28][C@@H:18]([O:19][C:20]2[CH:25]=[CH:24][C:23]([O:26][CH3:27])=[CH:22][CH:21]=2)[C@@H:17]1[N:41]1[C:45](=[O:46])[C:44]2=[CH:47][CH:48]=[CH:49][CH:50]=[C:43]2[C:42]1=[O:51])[C:9]1[CH:14]=[CH:13][CH:12]=[CH:11][CH:10]=1.C(O)C>CN(C1C=CN=CC=1)C.N1C=CC=CC=1>[C:1]([O:40][CH2:39][C@H:29]1[O:28][C@@H:18]([O:19][C:20]2[CH:25]=[CH:24][C:23]([O:26][CH3:27])=[CH:22][CH:21]=2)[C@H:17]([N:41]2[C:42](=[O:51])[C:43]3=[CH:50][CH:49]=[CH:48][CH:47]=[C:44]3[C:45]2=[O:46])[C@@H:16]([O:15][CH2:8][C:9]2[CH:14]=[CH:13][CH:12]=[CH:11][CH:10]=2)[C@@H:30]1[O:31][CH2:32][C:33]1[CH:38]=[CH:37][CH:36]=[CH:35][CH:34]=1)(=[O:3])[CH3:2]. Reported procedure: Under nitrogen gas atmosphere, acetic anhydride (200 ml) and DMAP (catalytic amount) were added to a solution of Compound 21 (10.5 g, 17.6 mmol) in pyridine (200 ml), and the mixture was stirred for 20 hours. Ethanol was added to the reaction mixture, and it was stirred for 20 minutes. The solvent was then evaporated under reduced pressure. The residue was purified by silica gel column chromatography (toluene:ethyl acetate=4:1) to obtain Compound 22 (9.6 g, 85%). Starting materials: N1=CC=CC=C1 (pyridine), Cl.CN(C)N=CNC1=CC=C(C(=O)O)C=C1 (4-dimethylaminoiminomethylaminobenzoic acid.hydrochloride), Cl.C(N)(=N)C=1C=C2C=CC(=C(C2=CC1)CC(N)=O)O (6-amidino-1-carbamoylmethyl-2-naphthol.hydrochloride), C1CCC(CC1)N=C=NC2CCCCC2 (DCC). Reagents/catalysts: CN(C)C=1C=CN=CC1 (DMAP). The solvent is C(C)C(=O)C.O.C(=O)O (methyl ethyl ketone water formic acid). Conditions: time 2 hour. Product: Cl.Cl.CN(C)N=CNC1=CC=C(C(=O)OC2=C(C3=CC=C(C=C3C=C2)C(N)=N)CC(N)=O)C=C1 (6-amidino-1-carbamoylmethyl-2-naphthyl 4-dimethylaminoiminomethylaminobenzoate.dihydrochloride). Isolated yield 64.7%. Reaction SMILES: N1C=CC=CC=1.[ClH:7].[CH3:8][N:9]([N:11]=[CH:12][NH:13][C:14]1[CH:22]=[CH:21][C:17]([C:18]([OH:20])=[O:19])=[CH:16][CH:15]=1)[CH3:10].Cl.[C:24]([C:27]1[CH:28]=[C:29]2[C:34](=[CH:35][CH:36]=1)[C:33]([CH2:37][C:38](=[O:40])[NH2:39])=[C:32](O)[CH:31]=[CH:30]2)(=[NH:26])[NH2:25].C1CCC(N=C=NC2CCCCC2)CC1>CN(C1C=CN=CC=1)C.C(C(C)=O)C.O.C(O)=O>[ClH:7].[ClH:7].[CH3:10][N:9]([N:11]=[CH:12][NH:13][C:14]1[CH:22]=[CH:21][C:17]([C:18]([O:20][C:32]2[CH:31]=[CH:30][C:29]3[C:34](=[CH:35][CH:36]=[C:27]([C:24](=[NH:25])[NH2:26])[CH:28]=3)[C:33]=2[CH2:37][C:38](=[O:40])[NH2:39])=[O:19])=[CH:16][CH:15]=1)[CH3:8] |f:1.2,3.4,7.8.9,10.11.12|. Reported procedure: 40 Milliliters of 20% hydrous pyridine was added to 1.44 g of 4-dimethylaminoiminomethylaminobenzoic acid.hydrochloride, 1.5 g of 6-amidino-1-carbamoylmethyl-2-naphthol.hydrochloride, 1.33 g of DCC and 65.5 mg of DMAP, followed by stirring for 2 hours under cooling with ice and then 72 hours at room temperature. Then, the precipitate was filtered and the filtrate was concentrated under reduced pressure. To the residue was added 25 ml of DMF, and the resulting solution was added dropwise to a mix...